From a dataset of the Open Reaction Database (ORD), a public repository of structured organic reaction records. describe an organic reaction: reactants, conditions, products, and yield Starting materials: ( I ), amino, IC1=CC=C(C2=C(C=CC=C12)[N+](=O)[O-])SC#N (1-iodo-5-nitro-4-thiocyanatonaphthalene), NC1=CC=C(C2=C(C=CC=C12)[N+](=O)[O-])SC#N (1-amino-5-nitro-4-thiocyanatonaphthalene). Yields the product diazonium, [N+](=O)([O-])C1=CC=CC2=CC=CC(=C12)SC#N (1-nitro-8-thiocyanatonaphthalene). As a reaction SMILES: I[C:2]1[C:11]2[C:6](=[C:7]([N+:12]([O-:14])=[O:13])[CH:8]=[CH:9][CH:10]=2)[C:5]([S:15][C:16]#[N:17])=[CH:4][CH:3]=1.NC1C2C(=C([N+]([O-])=O)C=CC=2)C(SC#N)=CC=1>>[N+:12]([C:7]1[C:6]2[C:11](=[CH:2][CH:3]=[CH:4][C:5]=2[S:15][C:16]#[N:17])[CH:10]=[CH:9][CH:8]=1)([O-:14])=[O:13]. Procedure: Other compounds of formula (I) within the scope of the invention may be obtained by conventional methods of organic chemistry. For example, halogen atoms may be introduced by diazotisation of an appropriate amino derivative followed by application of the Sandmeyer reaction. In this way 1-iodo-5-nitro-4-thiocyanatonaphthalene may be prepared from 1-amino-5-nitro-4-thiocyanatonaphthalene. Elimination of the amino group from the latter compound via its diazonium derivative gives 1-nitro-8-thiocyana... Reaction SMILES: [CH3:1][C:2]1[CH:11]=[CH:10][C:5]([C:6](OC)=[O:7])=[CH:4][N:3]=1.ClC1C=CC(C(OC)=O)=CN=1>>[CH3:1][C:2]1[N:3]=[CH:4][C:5]([CH2:6][OH:7])=[CH:10][CH:11]=1. Product: CC1=CC=C(C=N1)CO (6-methyl-3-pyridylmethanol). The reactants are Example 20 ( 3 ), CC1=NC=C(C(=O)OC)C=C1 (methyl 6-methylnicotinate), ClC1=NC=C(C(=O)OC)C=C1 (methyl 6-chloronicotinate). Procedure details: The reaction procedure of Reference Example 20 (3) was repeated except that methyl 6-methylnicotinate was used in lieu of methyl 6-chloronicotinate to give crude 6-methyl-3-pyridylmethanol as a yellow oil. Reactants: FC(C(=O)O)(F)F.C1(CC1)N(C(C1=CC=C(C=C1)C1=C(N=CO1)C)=O)C1CCNCC1 (N-cyclopropyl-4-(4-methyl-oxazol-5-yl)-N-piperidin-4-yl-benzamide trifluoroacetic acid salt), ClC1=NC=C(C=N1)Cl (2,5-dichloro-pyrimidine). Solvent: CN1C(CCC1)=O (N-methylpyrrolidinone). Product: ClC=1C=NC(=NC1)N1CCC(CC1)N(C(C1=CC=C(C=C1)C1=C(N=CO1)C)=O)C1CC1 (N-[1-(5-Chloro-pyrimidin-2-yl)-piperidin-4-yl]-N-cyclopropyl-4-(4-methyl-oxazol-5-yl)-benzamide). Reaction SMILES: FC(F)(F)C(O)=O.[CH:8]1([N:11]([CH:26]2[CH2:31][CH2:30][NH:29][CH2:28][CH2:27]2)[C:12](=[O:25])[C:13]2[CH:18]=[CH:17][C:16]([C:19]3[O:23][CH:22]=[N:21][C:20]=3[CH3:24])=[CH:15][CH:14]=2)[CH2:10][CH2:9]1.Cl[C:33]1[N:38]=[CH:37][C:36]([Cl:39])=[CH:35][N:34]=1>CN1CCCC1=O>[Cl:39][C:36]1[CH:35]=[N:34][C:33]([N:29]2[CH2:30][CH2:31][CH:26]([N:11]([CH:8]3[CH2:10][CH2:9]3)[C:12](=[O:25])[C:13]3[CH:14]=[CH:15][C:16]([C:19]4[O:23][CH:22]=[N:21][C:20]=4[CH3:24])=[CH:17][CH:18]=3)[CH2:27][CH2:28]2)=[N:38][CH:37]=1 |f:0.1|. Procedure: The title compound is prepared from N-cyclopropyl-4-(4-methyl-oxazol-5-yl)-N-piperidin-4-yl-benzamide trifluoroacetic acid salt and 2,5-dichloro-pyrimidine following a procedure analogous to that described in Example 19 using N-methylpyrrolidinone as solvent. LC (method 6): tR=1.92 min; Mass spectrum (ESI+): m/z=438/440 (Cl) [M+H]+.